This data is from the Open Reaction Database (ORD), a public repository of structured organic reaction records. The task is: describe an organic reaction: reactants, conditions, products, and yield Starting materials: C(#N)C=1C=C(C=C(C1)C1=CC=CC=C1)C (3-cyano-5-phenyltoluene), [OH-].[K+] (potassium hydroxide), CO (methanol). Solvent: O (water). Yields the product CC=1C=C(C(=O)O)C=C(C1)C1=CC=CC=C1 (3-methyl-5-phenylbenzoic acid). Yield: 65.0%. RXN SMILES: [C:1]([C:3]1[CH:4]=[C:5]([CH3:15])[CH:6]=[C:7]([C:9]2[CH:14]=[CH:13][CH:12]=[CH:11][CH:10]=2)[CH:8]=1)#N.[OH-:16].[K+].C[OH:19]>O>[CH3:15][C:5]1[CH:4]=[C:3]([CH:8]=[C:7]([C:9]2[CH:14]=[CH:13][CH:12]=[CH:11][CH:10]=2)[CH:6]=1)[C:1]([OH:19])=[O:16] |f:1.2|. Procedure: A solution of 3-cyano-5-phenyltoluene (5.06 g; 26 mmol) and potassium hydroxide (2.94 g; 52 mmol) in methanol (40 ml) and water (60 ml) was refluxed for 24 hours. After evaporation of the methanol and filtration of the unsoluble material, the mixture was acidified to pH 2 with 6N HCl. The resulting precipitate was filtered, washed with water and dried to give 3-methyl-5-phenylbenzoic acid. Yield=65%. Reactants: C#Cc1ccccc1, CCOC(C)=O, CO, C[Si](C)(C)CCOCn1c(S(C)(=O)=O)nc2cc(I)c(Cl)cc21, I[Cu]I, CN(C)C=O, Cl[Pd]Cl, c1ccc(P(c2ccccc2)c2ccccc2)cc1, c1ccc(P(c2ccccc2)c2ccccc2)cc1. Yields the product C[Si](C)(C)CCOCn1c(S(C)(=O)=O)nc2cc(C#Cc3ccccc3)c(Cl)cc21. RXN SMILES: [C:24](#[CH:25])[c:26]1[cH:27][cH:28][cH:29][cH:30][cH:31]1.[CH3:32][CH2:33][O:34][C:35]([CH3:36])=[O:37].[CH3:38][OH:39].[Cl:1][c:2]1[c:3]([I:23])[cH:4][c:5]2[c:6]([n:7]([CH2:14][O:15][CH2:16][CH2:17][Si:18]([CH3:19])([CH3:20])[CH3:21])[c:8]([S:10](=[O:11])(=[O:12])[CH3:13])[n:9]2)[cH:22]1.[Cu:45]([I:46])[I:47].[O:40]=[CH:41][N:42]([CH3:43])[CH3:44].[Pd:48]([Cl:49])[Cl:50].[c:51]1([P:52]([c:53]2[cH:54][cH:55][cH:56][cH:57][cH:58]2)[c:59]2[cH:60][cH:61][cH:62][cH:63][cH:64]2)[cH:65][cH:66][cH:67][cH:68][cH:69]1.[c:70]1([P:71]([c:72]2[cH:73][cH:74][cH:75][cH:76][cH:77]2)[c:78]2[cH:79][cH:80][cH:81][cH:82][cH:83]2)[cH:84][cH:85][cH:86][cH:87][cH:88]1>>[Cl:1][c:2]1[c:3]([C:25]#[C:24][c:26]2[cH:27][cH:28][cH:29][cH:30][cH:31]2)[cH:4][c:5]2[c:6]([n:7]([CH2:14][O:15][CH2:16][CH2:17][Si:18]([CH3:19])([CH3:20])[CH3:21])[c:8]([S:10](=[O:11])(=[O:12])[CH3:13])[n:9]2)[cH:22]1. Reactants: O=C(OC(Cl)(Cl)Cl)Cl (diphosgene), methyl ester, C(C)(=O)OC[C@H](N)C(=O)O (O-acetylserine), C (charcoal). Run in O1CCOCC1 (dioxane). Product: [N-]=C=O.COC([C@@H](N)COC(C)=O)=O (O-acetylserine methyl ester isocyanate). As a reaction SMILES: O=[C:2](Cl)[O:3][C:4](Cl)(Cl)Cl.[C:9]([O:12][CH2:13][C@@H:14]([C:16]([OH:18])=[O:17])[NH2:15])(=[O:11])[CH3:10].C>O1CCOCC1>[N-:15]=[C:4]=[O:3].[CH3:2][O:17][C:16](=[O:18])[C@H:14]([CH2:13][O:12][C:9](=[O:11])[CH3:10])[NH2:15] |f:4.5|. Procedure details: 0.35 mol diphosgene is added dropwise over 1 hour to a mixture of 0.28 mol of the methyl ester of O-acetylserine and 0.4 g activated charcoal in 400 mL dioxane under N2. The reaction mixture is then heated and stirred at reflux for 21/2 hours. The reaction mixture is then cooled, filtered, and concentrated to dryness by rotary evaporator, keeping exposure to moisture to a minimum. The crude product is re-dissolved in 100 mL THF, and the pH of the solution is adjusted to 5.5-6.0 by addition of py... The reactants are ClC1=CC=C(C(C(=O)O)=C1)S (5-chlorothiosalicyclic acid), C([O-])([O-])=O.[Na+].[Na+] (sodium carbonate), BrC1C(=O)OCC1 (α-bromo-γ-butyrolactone), Cl (HCl), crude product. Run in O (water), C(C)N(CC)CC (triethylamine), C(C)(=O)OC(C)=O (acetic anhydride). Run at time 21 hour. Product: ClC1=CC2=C(SC3(C(OCC3)=O)C2=O)C=C1 (5-chloro-4',5'-dihydrospiro[benzo[b]thiophene-2(3H),3'(2'H)-furan]-3,2'-dione). The yield is 28.1%. RXN SMILES: [Cl:1][C:2]1[CH:10]=[C:6]([C:7]([OH:9])=O)[C:5]([SH:11])=[CH:4][CH:3]=1.C(=O)([O-])[O-].[Na+].[Na+].Br[CH:19]1[CH2:24][CH2:23][O:22][C:20]1=[O:21].Cl>O.C(OC(=O)C)(=O)C.C(N(CC)CC)C>[Cl:1][C:2]1[CH:3]=[CH:4][C:5]2[S:11][C:19]3([C:7](=[O:9])[C:6]=2[CH:10]=1)[CH2:24][CH2:23][O:22][C:20]3=[O:21] |f:1.2.3|. Procedure details: In 250 ml of water were dissolved 18.9 g of 5-chlorothiosalicyclic acid and 26.5 g of sodium carbonate, and 25 g of α-bromo-γ-butyrolactone was added dropwise to the solution under ice-cooling, followed by stirring at room temperature for 21 hours. 100 ml of 3 N-HCl was added to the reaction solution at room temperature to acidify the solution, and the solution was subjected to extraction with ethyl acetate. The extract was washed with aqueous saturated solution of sodium chloride and dried, and... Procedure: Following the procedure of Compound 11, 3-methylbenzyl bromide is reacted with trimethylphosphite. RXN SMILES: [CH3:1][C:2]1[CH:3]=[C:4]([CH:7]=[CH:8][CH:9]=1)[CH2:5]Br.[CH3:10][O:11][P:12]([O:15]C)[O:13][CH3:14]>>[CH3:1][C:2]1[CH:3]=[C:4]([CH:7]=[CH:8][CH:9]=1)[CH2:5][P:12](=[O:15])([O:13][CH3:14])[O:11][CH3:10]. Product: CC=1C=C(CP(OC)(OC)=O)C=CC1 (3-Methylbenzylphosphonic acid, dimethyl ester). Starting materials: Compound 11, CC=1C=C(CBr)C=CC1 (3-methylbenzyl bromide), COP(OC)OC (trimethylphosphite). The reactants are N1N=CC=C1 (pyrazole), C(C(O)C)(=O)OC (methyl lactate), [H-].[Na+] (sodium hydride), N1N=CC=C1 (pyrazole), [H-].[Na+] (sodium hydride), C(C(O)C)(=O)OC (methyl lactate), [H][H] (hydrogen), ClC1=C(C=CC(=C1)C(F)(F)F)N1N=CC(=C1S(=O)(=O)C)C#N (1-(2-chloro-4-trifluoromethyl-phenyl)-4-cyano-5-methanesulphonyl-pyrazole). The solvent is O1CCCC1 (tetrahydrofuran), O1CCCC1 (tetrahydrofuran). Run at time 1 hour. Yields the product ClC1=C(C=CC(=C1)C(F)(F)F)N1N=CC(=C1OC(C)C(=O)OC)C#N (1-(2-chloro-4-trifluoromethyl-phenyl)-4-cyano-5 -(1-methoxycarbonylethoxy)-pyrazole). Yield: 61.5%. RXN SMILES: [C:1]([O:6][CH3:7])(=[O:5])[CH:2]([CH3:4])[OH:3].[H-].[Na+].[H][H].[Cl:12][C:13]1[CH:18]=[C:17]([C:19]([F:22])([F:21])[F:20])[CH:16]=[CH:15][C:14]=1[N:23]1[C:27](S(C)(=O)=O)=[C:26]([C:32]#[N:33])[CH:25]=[N:24]1.N1C=CC=N1>O1CCCC1>[Cl:12][C:13]1[CH:18]=[C:17]([C:19]([F:21])([F:22])[F:20])[CH:16]=[CH:15][C:14]=1[N:23]1[C:27]([O:3][CH:2]([C:1]([O:6][CH3:7])=[O:5])[CH3:4])=[C:26]([C:32]#[N:33])[CH:25]=[N:24]1 |f:1.2|. Procedure: 1.1 g (0.011 mol) of methyl lactate are added dropwise to a suspension of 0.4 g (0.11 mol) of sodium hydride in 100 ml of anhydrous tetrahydrofuran. When the hydrogen evolution has ceased, a solution of 3.5 g (0.01 mol) of 1-(2-chloro-4-trifluoromethyl-phenyl)-4-cyano-5-methanesulphonyl-pyrazole (Ex. I-4) in tetrahydrofuran is added dropwise. After stirring at room temperature for 1 hour, some starting pyrazole can still be detected by thin-layer chromatography. After addition of a further 0.04 ... Starting materials: BrC1=C(C=CC=C1)CC(=O)O (2-bromophenylacetic acid), CC=1C=C(N)C=C(C1)C (3,5-dimethylaniline). Yields the product CC=1C=C(C=C(C1)C)NC1=C(C=CC=C1)CC(=O)O (2-[(3,5-dimethylphenyl)amino]phenylacetic acid). Reaction SMILES: Br[C:2]1[CH:7]=[CH:6][CH:5]=[CH:4][C:3]=1[CH2:8][C:9]([OH:11])=[O:10].[CH3:12][C:13]1[CH:14]=[C:15]([CH:17]=[C:18]([CH3:20])[CH:19]=1)[NH2:16]>>[CH3:12][C:13]1[CH:14]=[C:15]([NH:16][C:2]2[CH:7]=[CH:6][CH:5]=[CH:4][C:3]=2[CH2:8][C:9]([OH:11])=[O:10])[CH:17]=[C:18]([CH3:20])[CH:19]=1. Procedure details: In the manner described in example 3, 2-bromophenylacetic acid is condensed with 3,5-dimethylaniline to yield 2-[(3,5-dimethylphenyl)amino]phenylacetic acid. The reactants are C(C)(C)(C)OC(=O)N1CCC(CC1)CCOC1=CC=C(C=C1)N1N=C(C=C1N)C(C)(C)C (4-{2-[4-(5-Amino-3-tert-butyl-pyrazol-1-yl)-phenoxy]-ethyl}-piperidine-1-carboxylic acid tert-butyl ester), N1=CC(=CC=C1)OC1=CC=C(C=C1)N (4-(pyridin-3-yloxy)phenylamine), C1=CN(C=N1)C(=O)N2C=CN=C2 (CDI). Yields the product C(C)(C)(C)OC(=O)N1CCC(CC1)CCOC1=CC=C(C=C1)N1N=C(C=C1NC(=O)NC1=CC=C(C=C1)OC=1C=NC=CC1)C(C)(C)C.NC(=O)N (urea 4-{2-[4-(3-tert-butyl-5-{3-[4-(pyridin-3-yloxy)-phenyl]-ureido}-pyrazol-1-yl)-phenoxy]-ethyl}-piperidine-1-carboxylic acid tert-butyl ester). Reaction SMILES: [C:1]([O:5][C:6]([N:8]1[CH2:13][CH2:12][CH:11]([CH2:14][CH2:15][O:16][C:17]2[CH:22]=[CH:21][C:20]([N:23]3[C:27]([NH2:28])=[CH:26][C:25]([C:29]([CH3:32])([CH3:31])[CH3:30])=[N:24]3)=[CH:19][CH:18]=2)[CH2:10][CH2:9]1)=[O:7])([CH3:4])([CH3:3])[CH3:2].[N:33]1[CH:38]=[CH:37][CH:36]=[C:35]([O:39][C:40]2[CH:45]=[CH:44][C:43]([NH2:46])=[CH:42][CH:41]=2)[CH:34]=1.C1N=C[N:49]([C:52]([N:54]2C=NC=C2)=[O:53])C=1>>[C:1]([O:5][C:6]([N:8]1[CH2:13][CH2:12][CH:11]([CH2:14][CH2:15][O:16][C:17]2[CH:18]=[CH:19][C:20]([N:23]3[C:27]([NH:28][C:52]([NH:46][C:43]4[CH:44]=[CH:45][C:40]([O:39][C:35]5[CH:34]=[N:33][CH:38]=[CH:37][CH:36]=5)=[CH:41][CH:42]=4)=[O:53])=[CH:26][C:25]([C:29]([CH3:32])([CH3:31])[CH3:30])=[N:24]3)=[CH:21][CH:22]=2)[CH2:10][CH2:9]1)=[O:7])([CH3:3])([CH3:4])[CH3:2].[NH2:49][C:52]([NH2:54])=[O:53] |f:3.4|. Reported procedure: 4-{2-[4-(5-Amino-3-tert-butyl-pyrazol-1-yl)-phenoxy]-ethyl}-piperidine-1-carboxylic acid tert-butyl ester was coupled with 4-(pyridin-3-yloxy)phenylamine by reaction with CDI in a similar manner to that described above, to provide the urea 4-{2-[4-(3-tert-butyl-5-{3-[4-(pyridin-3-yloxy)-phenyl]-ureido}-pyrazol-1-yl)-phenoxy]-ethyl}-piperidine-1-carboxylic acid tert-butyl ester (LC-MS [M+H]+=655, RT=3.51 min). Starting materials: C1CCC2=NCCCN2CC1, Cc1ccc(CO)cn1, COCCOC, Cl, CS(=O)c1nc(N)nc(-c2ccco2)c1C#N. Yields the product Cc1ccc(COc2nc(N)nc(-c3ccco3)c2C#N)cn1. Reaction SMILES: [CH2:28]1[CH2:29][CH2:30][C:31]2=[N:36][CH2:35][CH2:34][CH2:33][N:32]2[CH2:37][CH2:38]1.[CH3:19][c:20]1[cH:21][cH:22][c:23]([CH2:26][OH:27])[cH:24][n:25]1.[CH3:39][O:40][CH2:41][CH2:42][O:43][CH3:44].[ClH:18].[NH2:1][c:2]1[n:3][c:4]([S:15]([CH3:16])=[O:17])[c:5]([C:13]#[N:14])[c:6](-[c:8]2[o:9][cH:10][cH:11][cH:12]2)[n:7]1>>[NH2:1][c:2]1[n:3][c:4]([O:27][CH2:26][c:23]2[cH:22][cH:21][c:20]([CH3:19])[n:25][cH:24]2)[c:5]([C:13]#[N:14])[c:6](-[c:8]2[o:9][cH:10][cH:11][cH:12]2)[n:7]1. Starting materials: BrCCSC1=CC=C(C=C1)[N+](=O)[O-] (1-(2-bromo-ethylsulfanyl)-4-nitro-benzene), Cl.COC=1C=C2CCNCC2=CC1OC (6,7-dimethoxy-1,2,3,4-tetrahydroisoquinoline hydrochloride), C([O-])([O-])=O.[K+].[K+] (potassium carbonate). Run in C(C)#N (acetonitrile). Run at temperature 80 celsius, time 14 hour. Product: COC=1C=C2CCN(CC2=CC1OC)CCSC1=CC=C(C=C1)[N+](=O)[O-] (6,7-dimethoxy-2-[2-(4-nitro-phenylsulfanyl)-ethyl]-1,2,3,4-tetrahydro-isoquinoline). The yield is 53.8%. As a reaction SMILES: Br[CH2:2][CH2:3][S:4][C:5]1[CH:10]=[CH:9][C:8]([N+:11]([O-:13])=[O:12])=[CH:7][CH:6]=1.Cl.[CH3:15][O:16][C:17]1[CH:18]=[C:19]2[C:24](=[CH:25][C:26]=1[O:27][CH3:28])[CH2:23][NH:22][CH2:21][CH2:20]2.C(=O)([O-])[O-].[K+].[K+]>C(#N)C>[CH3:15][O:16][C:17]1[CH:18]=[C:19]2[C:24](=[CH:25][C:26]=1[O:27][CH3:28])[CH2:23][N:22]([CH2:2][CH2:3][S:4][C:5]1[CH:10]=[CH:9][C:8]([N+:11]([O-:13])=[O:12])=[CH:7][CH:6]=1)[CH2:21][CH2:20]2 |f:1.2,3.4.5|. Procedure details: 6.9 g of the compound obtained in Step 1, 6.1 g of 6,7-dimethoxy-1,2,3,4-tetrahydroisoquinoline hydrochloride and 7.7 g of potassium carbonate were added to 80 ml of acetonitrile, and stirred at 80° C. for 14 hours. After washing with 250 ml of distilled water and with 300 ml of aqueous NaCl, the resulting organic layer was dried over MgSO4, filtrated, and distilled under a reduced pressure to obtain 5.3 g of 6,7-dimethoxy-2-[2-(4-nitro-phenylsulfanyl)-ethyl]-1,2,3,4-tetrahydro-isoquinoline. The...